From a dataset of the Open Reaction Database (ORD), a public repository of structured organic reaction records. describe an organic reaction: reactants, conditions, products, and yield Reactants: BrCC1=CC2=C(C(C3=C(C=C2)C=CC(=C3)F)=CC(=O)OCC)C=C1 (Ethyl (2-bromomethyl-7-fluoro-5H-dibenzo[a,d]cyclohepten-5-yliden)acetate), CC1=CC(=C2C(=N1)NC(=N2)CC)C (5,7-dimethyl-2-ethyl-3H-imidazo[4,5-b]pyridine). Yields the product C(C)OC(C=C1C2=C(C=CC3=C1C=CC(=C3)CN3C(=NC=1C3=NC(=CC1C)C)CC)C=CC(=C2)F)=O (Ethyl[2-(5,7-dimethyl-2-ethyl-3H-imidazo[4, 5-b]pyridin-3-yl)methyl-7-fluoro-5H-dibenzo[a,d]cyclohepten-5-yliden]acetate). The yield is 14.0%. Reaction SMILES: Br[CH2:2][C:3]1[CH:24]=[CH:23][C:6]2[C:7](=[CH:17][C:18]([O:20][CH2:21][CH3:22])=[O:19])[C:8]3[CH:15]=[C:14]([F:16])[CH:13]=[CH:12][C:9]=3[CH:10]=[CH:11][C:5]=2[CH:4]=1.[CH3:25][C:26]1[N:31]=[C:30]2[NH:32][C:33]([CH2:35][CH3:36])=[N:34][C:29]2=[C:28]([CH3:37])[CH:27]=1>>[CH2:21]([O:20][C:18](=[O:19])[CH:17]=[C:7]1[C:6]2[CH:23]=[CH:24][C:3]([CH2:2][N:32]3[C:30]4=[N:31][C:26]([CH3:25])=[CH:27][C:28]([CH3:37])=[C:29]4[N:34]=[C:33]3[CH2:35][CH3:36])=[CH:4][C:5]=2[CH:11]=[CH:10][C:9]2[CH:12]=[CH:13][C:14]([F:16])=[CH:15][C:8]1=2)[CH3:22]. Procedure: The same procedure as in Step D of Example 1 was repeated using 0.34 g of Compound 4-b and 5,7-dimethyl-2-ethyl-3H-imidazo[4,5-b]pyridine to give 60 mg (14%) of the product. The reactants are CN1C2=C(C=3C=CC(=CC13)N1C(CN(CC1)CCC1=NC=CC=C1)=O)CN(CC2)C(=O)OC(C)(C)C (tert-Butyl 5-methyl-7-(2-oxo-4-(2-(pyridin-2-yl)ethyl)piperazin-1-yl)-3,4-dihydro-1H-pyrido[4,3-b]indole-2(5H)-carboxylate), C1(=C(C(=C(C(=C1F)F)F)N)F)N.Cl.Cl (dihydrochloride). Product: Cl.Cl.CN1C2=C(C=3C=CC(=CC13)N1C(CN(CC1)CCC1=NC=CC=C1)=O)CNCC2 (1-(5-Methyl-2,3,4,5-tetrahydro-1H-pyrido[4,3-b]indol-7-yl)-4-(2-(pyridin-2-yl)ethyl)piperazin-2-one dihydrochloride). Isolated yield 10.0%. As a reaction SMILES: [CH3:1][N:2]1[C:10]2[CH:9]=[C:8]([N:11]3[CH2:16][CH2:15][N:14]([CH2:17][CH2:18][C:19]4[CH:24]=[CH:23][CH:22]=[CH:21][N:20]=4)[CH2:13][C:12]3=[O:25])[CH:7]=[CH:6][C:5]=2[C:4]2[CH2:26][N:27](C(OC(C)(C)C)=O)[CH2:28][CH2:29][C:3]1=2.C1(N)C(F)=C(F)C(F)=C(N)C=1F.[ClH:49].Cl>>[ClH:49].[ClH:49].[CH3:1][N:2]1[C:10]2[CH:9]=[C:8]([N:11]3[CH2:16][CH2:15][N:14]([CH2:17][CH2:18][C:19]4[CH:24]=[CH:23][CH:22]=[CH:21][N:20]=4)[CH2:13][C:12]3=[O:25])[CH:7]=[CH:6][C:5]=2[C:4]2[CH2:26][NH:27][CH2:28][CH2:29][C:3]1=2 |f:1.2.3,4.5.6|. Procedure: tert-Butyl 5-methyl-7-(2-oxo-4-(2-(pyridin-2-yl)ethyl)piperazin-1-yl)-3,4-dihydro-1H-pyrido[4,3-b]indole-2(5H)-carboxylate (210 mg, 0.429 mmol) was deprotected and converted to the dihydrochloride salt according to Example 2 (step g) to provide the title compound (19 mg, 10%) as a yellow solid: 1H NMR (500 MHz, DMSO-d6) δ 12.90-11.93 (br s, 1H), 9.49 (s, 2H), 8.69 (d, J=3.9 Hz, 1H), 8.15-8.06 (m, 1H), 7.71-7.65 (m, 1H), 7.61-7.55 (m, 1H), 7.52 (d, J=8.3 Hz, 1H), 7.42 (d, J=1.5 Hz, 1H), 7.02-7.00... The reactants are C1CCNCC1, CO, CCO, ClCCl, O=Cc1cnn2ccc(Nc3cccc(CN4CCOCC4)c3)nc12, O=C1CNC(=O)N1. Yields the product O=C1NC(=O)C(=Cc2cnn3ccc(Nc4cccc(CN5CCOCC5)c4)nc23)N1. As a reaction SMILES: [CH2:33]1[CH2:34][CH2:35][NH:36][CH2:37][CH2:38]1.[CH3:39][OH:40].[CH3:44][CH2:45][OH:46].[Cl:41][CH2:42][Cl:43].[O:1]1[CH2:2][CH2:3][N:4]([CH2:7][c:8]2[cH:9][c:10]([NH:14][c:15]3[n:16][c:17]4[n:18]([cH:19][cH:20]3)[n:21][cH:22][c:23]4[CH:24]=[O:25])[cH:11][cH:12][cH:13]2)[CH2:5][CH2:6]1.[O:26]=[C:27]1[CH2:28][NH:29][C:30](=[O:31])[NH:32]1>>[O:1]1[CH2:2][CH2:3][N:4]([CH2:7][c:8]2[cH:9][c:10]([NH:14][c:15]3[n:16][c:17]4[n:18]([cH:19][cH:20]3)[n:21][cH:22][c:23]4[CH:24]=[C:28]3[C:27](=[O:26])[NH:32][C:30](=[O:31])[NH:29]3)[cH:11][cH:12][cH:13]2)[CH2:5][CH2:6]1.